This data is from the Open Reaction Database (ORD), a public repository of structured organic reaction records. The task is: describe an organic reaction: reactants, conditions, products, and yield The reactants are B(F)(F)F.CCOCC (boron trifluoride etherate), [OH-].[Na+] (sodium hydroxide), FC1=CC2=C(SC3=C(CC2=O)C=CC=C3)C=C1 (10,11-dihydro-2-fluoro-11-oxodibenzo[b,f]thiepin), Cl.CN(CCS)C (β-dimethylaminoethanethiol hydrochloride), B(F)(F)F.CCOCC (boron trifluoride etherate). The solvent is C(C)(=O)O (acetic acid). Conditions: temperature 90 celsius, time 3 day. Product: FC1=CC2=C(SC3=C(C=C2SCCN(C)C)C=CC=C3)C=C1 (2-fluoro-11-[β-(dimethylamino)ethylthio]dibenzo[b,f]thiepin). RXN SMILES: [F:1][C:2]1[CH:17]=[CH:16][C:5]2[S:6][C:7]3[CH:15]=[CH:14][CH:13]=[CH:12][C:8]=3[CH2:9][C:10](=O)[C:4]=2[CH:3]=1.Cl.[CH3:19][N:20]([CH3:24])[CH2:21][CH2:22][SH:23].B(F)(F)F.CCOCC.[OH-].[Na+]>C(O)(=O)C>[F:1][C:2]1[CH:17]=[CH:16][C:5]2[S:6][C:7]3[CH:15]=[CH:14][CH:13]=[CH:12][C:8]=3[CH:9]=[C:10]([S:23][CH2:22][CH2:21][N:20]([CH3:24])[CH3:19])[C:4]=2[CH:3]=1 |f:1.2,3.4,5.6|. Procedure: To a solution of 5.0 g of 10,11-dihydro-2-fluoro-11-oxodibenzo[b,f]thiepin in 52 ml of glacial acetic acid is added 5.81 g of β-dimethylaminoethanethiol hydrochloride. After the addition is complete, the mixture is heated at 90° C. whereupon it becomes homogenous. The solution is cooled to 25° C. and 15.4 ml of boron trifluoride etherate is added. After stirring for 3 days at 25° C., an additional 8 ml of boron trifluoride etherate is added and the solution is heated at 60° C. for 5 hours. The r... The reactants are COc1ccc(B(O)O)cc1 (effective_coupling_partner), COc2nc(OC)nc(Oc1ccc(C(C)(C)C)cc1)n2 (substrate). Reagents/catalysts: dppf. Reaction conditions: temperature 110 celsius, time 24 hour. The product is COc2ccc(c1ccc(C(C)(C)C)cc1)cc2. Reactants: C(C)(C)(C)OC(=O)N1CC2=CC=C(C=C2C1)OCCOC (5-(2-methoxy-ethoxy)-1,3-dihydro-isoindole-2-carboxylic acid tert-butyl ester), Cl (hydrochloric acid). Yields the product Cl.COCCOC=1C=C2CNCC2=CC1 (5-(2-Methoxy-ethoxy)-2,3-dihydro-1H-isoindole hydrochloride). Reaction SMILES: C(OC([N:8]1[CH2:16][C:15]2[C:10](=[CH:11][CH:12]=[C:13]([O:17][CH2:18][CH2:19][O:20][CH3:21])[CH:14]=2)[CH2:9]1)=O)(C)(C)C.[ClH:22]>>[ClH:22].[CH3:21][O:20][CH2:19][CH2:18][O:17][C:13]1[CH:14]=[C:15]2[C:10](=[CH:11][CH:12]=1)[CH2:9][NH:8][CH2:16]2 |f:2.3|. Reported procedure: Prepared in analogy to Example A3(e) from 5-(2-methoxy-ethoxy)-1,3-dihydro-isoindole-2-carboxylic acid tert-butyl ester and hydrochloric acid. White solid. MS (m/e): 194.3 ([M+H]+, 100%). The reactants are Cl.N(C1=CC=CC=C1)C1=CC(=NC2=CC=C3C(=C12)NC=N3)C (9-Anilino-7-methyl-1H-imidazo[4,5-f]quinoline Hydrochloride), CC1=C(C=C(N)C=C1)[N+](=O)[O-] (4-methyl-3-nitroaniline). Run in C(C)O (ethanol). Yields the product Cl.CC1=C(C=C(NC2=CC(=NC3=CC=C4C(=C23)NC=N4)C)C=C1)[N+](=O)[O-] (9-(4-Methyl-3-nitroanilino)-7-methyl-1H-imidazo[4,5-f]quinoline Hydrochloride). Reaction SMILES: [ClH:1].N([C:9]1[C:18]2[C:13](=[CH:14][CH:15]=[C:16]3[N:21]=[CH:20][NH:19][C:17]3=2)[N:12]=[C:11]([CH3:22])[CH:10]=1)C1C=CC=CC=1.[CH3:23][C:24]1[CH:30]=[CH:29][C:27]([NH2:28])=[CH:26][C:25]=1[N+:31]([O-:33])=[O:32]>C(O)C>[ClH:1].[CH3:23][C:24]1[CH:30]=[CH:29][C:27]([NH:28][C:9]2[C:18]3[C:13](=[CH:14][CH:15]=[C:16]4[N:21]=[CH:20][NH:19][C:17]4=3)[N:12]=[C:11]([CH3:22])[CH:10]=2)=[CH:26][C:25]=1[N+:31]([O-:33])=[O:32] |f:0.1,4.5|. Reported procedure: A mixture of 10.85 g. (0.05 m.) of the compound of Example I, C., 7.6 g. (0.05 m.) of 4-methyl-3-nitroaniline and 500 ml. of ethanol was refluxed overnight. The reaction mixture was concentrated in vacuo to give 38 g. of crude product. It was then dissolved in 6000 ml. of MeOH and filtered hot. The MeOH filtrate was concentrated in vacuo to yield 27 g., m.p. 344°-345°C. Isolated yield 70.9%. Reaction conditions: time 12 hour. RXN SMILES: [BH4-].[Li+].C([O:5][C:6](=O)[C@@H:7]([NH:14][S:15]([C:18]1[CH:23]=[CH:22][C:21]([Cl:24])=[CH:20][CH:19]=1)(=[O:17])=[O:16])[C@H:8]([CH3:13])[C:9]([F:12])([F:11])[F:10])C.Cl>C1COCC1>[Cl:24][C:21]1[CH:22]=[CH:23][C:18]([S:15]([NH:14][C@H:7]([CH2:6][OH:5])[C@@H:8]([CH3:13])[C:9]([F:10])([F:11])[F:12])(=[O:17])=[O:16])=[CH:19][CH:20]=1 |f:0.1|. Product: ClC1=CC=C(C=C1)S(=O)(=O)N[C@@H]([C@H](C(F)(F)F)C)CO (4-Chloro-N-[(1S,2R)-3,3,3-trifluoro-1-(hydroxymethyl)-2-methylpropyl]benzenesulfonamide). Starting materials: [BH4-].[Li+] (lithium borohydride), C(C)OC([C@H]([C@@H](C(F)(F)F)C)NS(=O)(=O)C1=CC=C(C=C1)Cl)=O ((2S,3S)-2-(4-chloro-benzenesulfonylamino)-4,4,4-trifluoro-3-methyl-butyric acid ethyl ester), Cl (HCl). Reported procedure: A solution of lithium borohydride (2.0 M in THF, 0.34 mL) was added to a solution of (2S,3S)-2-(4-chloro-benzenesulfonylamino)-4,4,4-trifluoro-3-methyl-butyric acid ethyl ester (126 mg, 0.34 mmol) in THF (5 mL) and stirred for 12 h. Careful addition of 2N HCl (aq) was performed until pH<2. Organic solvent was removed in vacuo. The aqueous layer was extracted with EtOAc (2×20 mL) and organic layers were combined and washed with brine. The organic layer was dried over Na2SO4 and solvent removed in... Solvent: C1CCOC1 (THF). Procedure details: In a 50 gallon reactor, a stirred solution of 12 pounds (0.111 lb mole) of phenylhydrazine in 115 pounds of glacial acetic acid was cooled to about 5° to 10° C., and a solution of 5.2 pounds (0.087 lb mole) of acetaldehyde in 6.1 pounds of acetic acid was added at a rate that maintained the reaction mixture temperature at about 12° to 15° C. The complete addition required about five minutes. Immediately upon completion of addition, a cold solution (about 15° C.) of 7.6 pounds (0.117 lb mole) of ... RXN SMILES: [C:1]1([NH:7][NH2:8])[CH:6]=[CH:5][CH:4]=[CH:3][CH:2]=1.[CH:9](=O)[CH3:10].[O-:12][C:13]#[N:14].[Na+].Cl[O-].[Na+]>C(O)(=O)C.O>[CH3:9][C:10]1[NH:14][C:13](=[O:12])[N:7]([C:1]2[CH:6]=[CH:5][CH:4]=[CH:3][CH:2]=2)[N:8]=1 |f:2.3,4.5|. Yield: 76.1%. The reactants are C(C)=O (acetaldehyde), [O-]C#N.[Na+] (sodium cyanate), Cl[O-].[Na+] (sodium hypochlorite), C1(=CC=CC=C1)NN (phenylhydrazine). Conditions: temperature 10 celsius, time 20 minute. The product is CC1=NN(C(N1)=O)C1=CC=CC=C1 (4,5-dihydro-3-methyl-1-phenyl-1,2,4-triazol-5(1H)-one). Run in C(C)(=O)O (acetic acid), O (water), O (water), C(C)(=O)O (acetic acid).